describe an organic reaction: reactants, conditions, products, and yield From a dataset of the Open Reaction Database (ORD), a public repository of structured organic reaction records. Reactants: C1(CCCC1)ON1C(C=2C(C1=O)=CC=CC2)=O (N-cyclopentyloxyphthalimide), O.NN (hydrazine hydrate), Cl (hydrochloride). Run in C(C)O (ethanol). The product is C1(CCCC1)C1OC=CC=C1 (cyclopentyloxamine). The yield is 175.8%. RXN SMILES: [CH:1]1(ON2C(=O)C3=CC=CC=C3C2=O)[CH2:5][CH2:4][CH2:3][CH2:2]1.[OH2:18].NN.Cl>C(O)C>[CH:1]1([CH:4]2[CH:5]=[CH:1][CH:2]=[CH:3][O:18]2)[CH2:2][CH2:3][CH2:4][CH2:5]1 |f:1.2|. Procedure details: A mixture of N-cyclopentyloxyphthalimide (11 g), 100% hydrazine hydrate (2.6 g), and ethanol (30 ml) was heated under reflux for 5 minutes. Concentrated hydrochloride acid (6 ml) was added to the mixture, which was heated under reflux Water (20 ml) was added to the mixture, which was cooled to room temperature, and filtered. The filtrate was evaporated to dryness, ethanol (50 ml) was added to the residue, and a small amount of insoluble material was filtered off. The filtrate was evaporated to d... The reactants are C(C[C@@H](C)O)O ((R)-1,3-butanediol), C1(=CC=C(C=C1)S(=O)(=O)Cl)C (p-toluenesulfonyl chloride), O (water). The solvent is N1=CC=CC=C1 (pyridine), N1=CC=CC=C1 (pyridine). Run at temperature -25 celsius, time 1 hour. Product: O[C@@H](CCOS(=O)(=O)C1=CC=C(C=C1)C)C ((R)-3-hydroxy-1-(p-toluenesulfonyloxy)butane). Yield: 89.6%. Reaction SMILES: [CH2:1]([OH:6])[CH2:2][C@H:3]([OH:5])[CH3:4].[C:7]1([CH3:17])[CH:12]=[CH:11][C:10]([S:13](Cl)(=[O:15])=[O:14])=[CH:9][CH:8]=1.O>N1C=CC=CC=1>[OH:5][C@H:3]([CH3:4])[CH2:2][CH2:1][O:6][S:13]([C:10]1[CH:11]=[CH:12][C:7]([CH3:17])=[CH:8][CH:9]=1)(=[O:15])=[O:14]. Procedure: After adding pyridine (100 ml) to (R)-1,3-butanediol (86.0 g), the solution was cooled to −25° C. under nitrogen atmosphere. A solution of p-toluenesulfonyl chloride (200 g) in pyridine (200 ml) was slowly added dropwise thereto at a temperature ranging from −20 to −10° C. The mixture was stirred for 1 hour at a temperature ranging from −20 to −10° C. A small amount of water was added to the reaction mixture to stop the reaction and the solution was extracted with toluene and water. The organic ... The reactants are N (Ammonia), CC(C)(CCC(C)(OO)C)OO (2,5-dimethyl-2,5-dihydroperoxyhexane), Cl[Si](C)(C)Cl (dichlorodimethylsilane), N (ammonia). Solvent: CCOCC (ether). Conditions: temperature 5 celsius, time 3 hour. The product is C[Si]1(OOC(CCC(OO1)(C)C)(C)C)C (3,3,6,6,9,9-hexamethyl-1,2,4,5-tetraoxa-3-silacyclononane). Isolated yield 62.3%. RXN SMILES: [CH3:1][C:2]([O:11][OH:12])([CH2:4][CH2:5][C:6]([CH3:10])([O:8][OH:9])[CH3:7])[CH3:3].Cl[Si:14](Cl)([CH3:16])[CH3:15].N>CCOCC>[CH3:15][Si:14]1([CH3:16])[O:12][O:11][C:2]([CH3:1])([CH3:3])[CH2:4][CH2:5][C:6]([CH3:10])([CH3:7])[O:8][O:9]1. Reported procedure: Into a one liter flask equipped with a motorized stirrer is added 0.15 mole (25.17g, 98.47% pure) of 2,5-dimethyl-2,5-dihydroperoxyhexane and 0.15 mole (19.35g) of dichlorodimethylsilane in 400 ml of anhydrous ether. This mixture is cooled to about 5° C., and ammonia gas is introduced cautiously. Reaction temperature is maintained between 5° and 10° C. by use of an ice bath and by adjusting the rate of gas introduction. Ammonia addition is continued for 30 to 40 minutes until the exothermic reac... Reactants: BrC(C(=O)C=1C=CC2=C(NC(C(O2)C)=O)C1)C (6-(2-bromopropionyl)-2-methyl-3-oxo-3,4-dihydro- 2H-1,4-benzoxazine), NC1=NC=CC=C1OCC1=CC=CC=C1 (2-amino-3-benzyloxypyridine). Yields the product C(C1=CC=CC=C1)OC=1C=2N(C=CC1)C(=C(N2)C=2C=CC1=C(NC(C(O1)C)=O)C2)C (6-(8-Benzyloxy-3-methylimidazo[1,2-a]pyridin-2-yl)-2-methyl-3-oxo-3,4-dihydro-2H-1,4-benzoxazine). Yield: 80.9%. Reaction SMILES: Br[CH:2]([CH3:17])[C:3]([C:5]1[CH:6]=[CH:7][C:8]2[O:13][CH:12]([CH3:14])[C:11](=[O:15])[NH:10][C:9]=2[CH:16]=1)=O.[NH2:18][C:19]1[C:24]([O:25][CH2:26][C:27]2[CH:32]=[CH:31][CH:30]=[CH:29][CH:28]=2)=[CH:23][CH:22]=[CH:21][N:20]=1>>[CH2:26]([O:25][C:24]1[C:19]2[N:20]([C:2]([CH3:17])=[C:3]([C:5]3[CH:6]=[CH:7][C:8]4[O:13][CH:12]([CH3:14])[C:11](=[O:15])[NH:10][C:9]=4[CH:16]=3)[N:18]=2)[CH:21]=[CH:22][CH:23]=1)[C:27]1[CH:28]=[CH:29][CH:30]=[CH:31][CH:32]=1. Reported procedure: 6-(8-Benzyloxy-3-methylimidazo[1,2-a]pyridin-2-yl)-2-methyl-3-oxo-3,4-dihydro-2H-1,4-benzoxazine (2.6 g) was prepared in substantially the same manner as that of Example 16 from 6-(2-bromopropionyl)-2-methyl-3-oxo-3,4-dihydro- 2H-1,4-benzoxazine (2.4 g) and 2-amino-3-benzyloxypyridine (4.8 g). mp. 261°-262° C. (dec.). Reactants: CC1=CC=C(C=C1)C=1C=CC2=C(C=C(CO2)C(=O)OC(C)(C)C)C1 (tert-butyl 6-(4-methylphenyl)-2H-1-benzopyran-3-carboxylate), Cl.C(C)(=O)OCC (hydrochloric acid ethyl acetate). Run in CCCCCC (hexane). Conditions: time 16 hour. Yields the product CC1=CC=C(C=C1)C=1C=CC2=C(C=C(CO2)C(=O)O)C1 (6-(4-methylphenyl)-2H-1-benzopyran-3-carboxylic acid). Isolated yield 86.4%. RXN SMILES: [CH3:1][C:2]1[CH:7]=[CH:6][C:5]([C:8]2[CH:9]=[CH:10][C:11]3[O:16][CH2:15][C:14]([C:17]([O:19]C(C)(C)C)=[O:18])=[CH:13][C:12]=3[CH:24]=2)=[CH:4][CH:3]=1.Cl.C(OCC)(=O)C>CCCCCC>[CH3:1][C:2]1[CH:3]=[CH:4][C:5]([C:8]2[CH:9]=[CH:10][C:11]3[O:16][CH2:15][C:14]([C:17]([OH:19])=[O:18])=[CH:13][C:12]=3[CH:24]=2)=[CH:6][CH:7]=1 |f:1.2|. Reported procedure: To tert-butyl 6-(4-methylphenyl)-2H-1-benzopyran-3-carboxylate (3.00 g) was added 4N hydrochloric acid-ethyl acetate (10 ml) at room temperature, and the mixture was stirred for 16 hours. To the reaction mixture was added hexane, and crystal was collected by filtration and washed with hexane to give 6-(4-methylphenyl)-2H-1-benzopyran-3-carboxylic acid (2.14 g) as pale yellow crystals. Run in ClCCCl (1,2-dichloroethane), ClCCCl (1,2-dichloroethane). Reagents/catalysts: [O-2].[Mn+4].[O-2] (manganese(IV) oxide). The yield is 115.4%. The product is N (ammonia), N1=CC(=CC=C1)C=1C=C(C=CC1)C1=CN=C2N1C=CC(=C2)C=O (3-[3-(Pyridin-3-yl)phenyl]imidazo[1,2-α]pyridine-7-carboxaldehyde). Starting materials: N1=CC(=CC=C1)C=1C=C(C=CC1)C1=CN=C2N1C=CC(=C2)CO (3-[3-(pyridin-3-yl)phenyl]imidazo[1,2-α]pyridin-7-ylmethanol). Reported procedure: A suspension of 3-[3-(pyridin-3-yl)phenyl]imidazo[1,2-α]pyridin-7-ylmethanol (67 mg, 0.22 mmol) in 1,2-dichloroethane (5 ml) was treated with manganese(IV) oxide (0.19 g, 2.2 mmol) and the mixture heated at 50° C. for 18 h. The reaction was cooled to ambient temperature, diluted with 1,2-dichloroethane and pre-adsorbed onto silica. Purification by silica gel chromatography eluting with dichloromethane/methanol/conc. ammonia (95:5:0.5) gave the title compound (38 mg, 58%) as a yellow solid. 1H NM... RXN SMILES: [N:1]1[CH:6]=[CH:5][CH:4]=[C:3]([C:7]2[CH:8]=[C:9]([C:13]3[N:17]4[CH:18]=[CH:19][C:20]([CH2:22][OH:23])=[CH:21][C:16]4=[N:15][CH:14]=3)[CH:10]=[CH:11][CH:12]=2)[CH:2]=1>ClCCCl.[O-2].[Mn+4].[O-2]>[NH3:1].[N:1]1[CH:6]=[CH:5][CH:4]=[C:3]([C:7]2[CH:8]=[C:9]([C:13]3[N:17]4[CH:18]=[CH:19][C:20]([CH:22]=[O:23])=[CH:21][C:16]4=[N:15][CH:14]=3)[CH:10]=[CH:11][CH:12]=2)[CH:2]=1 |f:2.3.4|. Conditions: temperature 50 celsius. Reaction conditions: temperature 100 celsius, time 8 hour. Run in CN(C(C)=O)C (N,N-dimethylacetamide), C(C)O (ethanol), O1CCCC1 (tetrahydrofuran). Reported procedure: To a mixture of 3-[chloro(cyclohexyl)methyl]-1-benzothiophene (2.42 g) synthesized above, methyl 4-aminobenzoate (2.77 g), sodium iodide (2.74 g) and N,N-dimethylacetamide (50 mL) was added sodium carbonate (1.94 g), and the mixture was stirred under argon atmosphere at 100° C. overnight. 1N Hydrochloric acid was added to quench the reaction, and the mixture was extracted with ethyl acetate. The extract was washed with saturated brine, dried over magnesium sulfate, and concentrated under reduced... Reaction SMILES: Cl[CH:2]([CH:12]1[CH2:17][CH2:16][CH2:15][CH2:14][CH2:13]1)[C:3]1[C:7]2[CH:8]=[CH:9][CH:10]=[CH:11][C:6]=2[S:5][CH:4]=1.[NH2:18][C:19]1[CH:28]=[CH:27][C:22]([C:23]([O:25]C)=[O:24])=[CH:21][CH:20]=1.[I-].[Na+].C(=O)([O-])[O-].[Na+].[Na+].Cl.[OH-].[Na+]>C(O)C.O1CCCC1.CN(C)C(=O)C>[S:5]1[C:6]2[CH:11]=[CH:10][CH:9]=[CH:8][C:7]=2[C:3]([CH:2]([NH:18][C:19]2[CH:28]=[CH:27][C:22]([C:23]([OH:25])=[O:24])=[CH:21][CH:20]=2)[CH:12]2[CH2:17][CH2:16][CH2:15][CH2:14][CH2:13]2)=[CH:4]1 |f:2.3,4.5.6,8.9|. The reactants are NC1=CC=C(C(=O)OC)C=C1 (methyl 4-aminobenzoate), [I-].[Na+] (sodium iodide), ClC(C1=CSC2=C1C=CC=C2)C2CCCCC2 (3-[chloro(cyclohexyl)methyl]-1-benzothiophene), C([O-])([O-])=O.[Na+].[Na+] (sodium carbonate), Cl (Hydrochloric acid), [OH-].[Na+] (sodium hydroxide). Product: S1C=C(C2=C1C=CC=C2)C(C2CCCCC2)NC2=CC=C(C(=O)O)C=C2 (4-{[1-benzothiophen-3-yl(cyclohexyl)methyl]amino}benzoic acid). Yield: 53.9%.